Dataset: the Open Reaction Database (ORD), a public repository of structured organic reaction records. Task: describe an organic reaction: reactants, conditions, products, and yield Starting materials: [BH4-].[Na+] (NaBH4), N=1N(N=C2C1C=CC=C2)CCC#CC2=CC=CC(=N2)C(C)=O (1-[6-(4-benzotriazol-2-yl-but-1-ynyl)-pyridin-2-yl-]-ethanone). Solvent: CO (MeOH). Conditions: time 30 minute. Yields the product N=1N(N=C2C1C=CC=C2)CCC#CC2=CC=CC(=N2)C(C)O (1-[6-(4-benzotriazol-2-yl-but-1-ynyl)-pyridin-2-yl]-ethanol). Yield: 52.7%. Reaction SMILES: [BH4-].[Na+].[N:3]1[N:4]([CH2:12][CH2:13][C:14]#[C:15][C:16]2[N:21]=[C:20]([C:22](=[O:24])[CH3:23])[CH:19]=[CH:18][CH:17]=2)[N:5]=[C:6]2[CH:11]=[CH:10][CH:9]=[CH:8][C:7]=12>CO>[N:3]1[N:4]([CH2:12][CH2:13][C:14]#[C:15][C:16]2[N:21]=[C:20]([CH:22]([OH:24])[CH3:23])[CH:19]=[CH:18][CH:17]=2)[N:5]=[C:6]2[CH:11]=[CH:10][CH:9]=[CH:8][C:7]=12 |f:0.1|. Reported procedure: NaBH4 (99 mg, 1.6 mmol) was added to a solution of 1-[6-(4-benzotriazol-2-yl-but-1-ynyl)-pyridin-2-yl-]-ethanone (380 mg, 1.31 mmol) in MeOH (5 mL) at 0° C. The reaction mixture was stirred at room temperature for 30 min., quenched by the addition of water at 0° C. and extracted twice with DCM. The organic phase was washed with water, dried over Na2SO4, filtered and evaporated. The crude residue was purified by flash chromatography (cyclohexane/AcOEt 3:2) to yield 202 mg (0.69 mmol, 53%) of 1-[6... The reactants are B(F)(F)F.CCOCC (Boron trifluoride diethyl etherate), C(#N)C1=CC=C(C(=O)O)C=C1 (4-cyanobenzoic acid). The solvent is C1CCOC1 (THF). Reaction conditions: time 2 hour. Product: OCC1=CC=C(C#N)C=C1 (4-Hydroxymethyl-benzonitrile). The yield is 99.4%. As a reaction SMILES: B(F)(F)F.CCOCC.[C:10]([C:12]1[CH:20]=[CH:19][C:15]([C:16](O)=[O:17])=[CH:14][CH:13]=1)#[N:11]>C1COCC1>[OH:17][CH2:16][C:15]1[CH:19]=[CH:20][C:12]([C:10]#[N:11])=[CH:13][CH:14]=1 |f:0.1|. Reported procedure: Boron trifluoride diethyl etherate (0.85 mL, 6.8 mmol) was added to a solution of 4-cyanobenzoic acid (1.0 g, 6.8 mmol) and THF (10 mL). At room temperature, borane-tetrahydrofuran complex (1.0 M, 13.6 mL) was added to the reaction mixture drop-wise with no observed exotherm. The reaction mixture was stirred at room temperature for 2 hours and concentrated in vacuo. The resulting residue was taken up in ethyl acetate (50 mL), washed with saturated NaHCO3 and brine, dried (Na2SO4), filtered and c... The reactants are Intermediate 1, C(=O)([O-])[O-].[K+].[K+] (K2CO3), OC=1C=C2CCC(CC2=CC1)=O (6-hydroxy-2-tetralone), ClC1=NC=C(C(=O)N)C=C1 (6-chloronicotinamide). Product: O=C1CC=2C=CC(=CC2CC1)OC1=NC=C(C(=O)N)C=C1 (6-(6-Oxo-5,6,7,8-tetrahydro-naphthalen-2-yloxy)-nicotinamide). Yield: 49.0%. RXN SMILES: [OH:1][C:2]1[CH:3]=[C:4]2[C:9](=[CH:10][CH:11]=1)[CH2:8][C:7](=[O:12])[CH2:6][CH2:5]2.Cl[C:14]1[CH:22]=[CH:21][C:17]([C:18]([NH2:20])=[O:19])=[CH:16][N:15]=1.C([O-])([O-])=O.[K+].[K+]>>[O:1]=[C:2]1[CH2:11][CH2:10][C:9]2[CH:8]=[C:7]([O:12][C:14]3[CH:22]=[CH:21][C:17]([C:18]([NH2:20])=[O:19])=[CH:16][N:15]=3)[CH:6]=[CH:5][C:4]=2[CH2:3]1 |f:2.3.4|. Reported procedure: Using a method similar to Intermediate 1, using 6-hydroxy-2-tetralone (Journal of Organic Chemistry (1999), 64(26), 9719-9721) (1.55 g, 9.55 mmol), 6-chloronicotinamide (1.49 g, 9.55 mmol) and K2CO3 (1.98 g, 14.3 mmol) gives the title compound (1.32 g), after purification on silica gel (50% THF/DCM), as an amber foam. Mass spectrum (ion spray): m/z=283 (M+1); 1HNMR (DMSO-d6): 8.59 (s, 1H), 8.23 (d, 1H), 8.01 (s, 1H), 7.47 (s, 1H), 7.19 (d, 2H), 7.07 (m, 2H), 6.97 (d, 1H), 3.59 (s, 2H), 3.01 (t, ... Starting materials: C(C)SC1([C@]2(C)[C@@H](CC1)[C@@H]1CCC3=CC(C=C[C@]3(C)[C@]1([C@H](C2)O)F)=O)SCC (17,17-bis(ethylthio)-9-fluoro-11β-hydroxyandrosta-1,4-dien-3-one). Run in C(C)C1=C(C=CC=C1)CC (diethylbenzene). Reaction conditions: temperature 190 celsius, time 1 hour. The product is C(C)SC=1[C@]2(C)[C@@H](CC1)[C@@H]1CCC3=CC(C=C[C@]3(C)[C@]1([C@H](C2)O)F)=O (17-(Ethylthio)-9-fluoro-11β-hydroxyandrosta-1,4,16-trien-3-one). Isolated yield 87.9%. Reaction SMILES: [CH2:1]([S:3][C:4]1(SCC)[CH2:9][CH2:8][C@H:7]2[C@H:10]3[C@:20]([F:24])([C@@H:21]([OH:23])[CH2:22][C@:5]12[CH3:6])[C@:18]1([CH3:19])[C:13](=[CH:14][C:15](=[O:25])[CH:16]=[CH:17]1)[CH2:12][CH2:11]3)[CH3:2]>C(C1C=CC=CC=1CC)C>[CH2:1]([S:3][C:4]1[C@:5]2([CH2:22][C@H:21]([OH:23])[C@@:20]3([F:24])[C@@H:10]([CH2:11][CH2:12][C:13]4[C@:18]3([CH3:19])[CH:17]=[CH:16][C:15](=[O:25])[CH:14]=4)[C@@H:7]2[CH2:8][CH:9]=1)[CH3:6])[CH3:2]. Reported procedure: A suspension of 1.8 g of 17,17-bis(ethylthio)-9-fluoro-11β-hydroxyandrosta-1,4-dien-3-one in 120 ml of diethylbenzene is stirred at 190° C. (oil bath temperature) for 1 hour. The solution is cooled to 0° C. and the solid that precipitates is filtered. This is redissolved in 1:9 hexane-chloroform and chromatographed on a 60 g-silica gel column. Elution with 1:9 hexane-chloroform gives 1.35 g of a tlc-homogeneous material. Crystallization from chloroform-methanol gives 680 mg of the title compound...